Dataset: the Open Reaction Database (ORD), a public repository of structured organic reaction records. Task: describe an organic reaction: reactants, conditions, products, and yield The reactants are O=C1CC(C(=O)OCC2c3ccccc3-c3ccccc32)C(=O)N1, ClCCl, CC(C)(C)OC(=O)N1CCCN1. Product: CC(C)(C)OC(=O)N1CCCN1C(=O)OCC1c2ccccc2-c2ccccc21. Reaction SMILES: [C:13](=[O:14])([O:15][CH2:16][CH:17]1[c:18]2[cH:19][cH:20][cH:21][cH:22][c:23]2-[c:24]2[cH:25][cH:26][cH:27][cH:28][c:29]21)[CH:30]1[CH2:31][C:32](=[O:33])[NH:34][C:35]1=[O:36].[Cl:37][CH2:38][Cl:39].[N:1]1([C:6](=[O:7])[O:8][C:9]([CH3:10])([CH3:11])[CH3:12])[NH:2][CH2:3][CH2:4][CH2:5]1>>[N:1]1([C:6](=[O:7])[O:8][C:9]([CH3:10])([CH3:11])[CH3:12])[N:2]([C:13](=[O:14])[O:15][CH2:16][CH:17]2[c:18]3[cH:19][cH:20][cH:21][cH:22][c:23]3-[c:24]3[cH:25][cH:26][cH:27][cH:28][c:29]32)[CH2:3][CH2:4][CH2:5]1. Reactants: O=C1CCC(=O)N1Br, ClCCl, O=C(O)C(CC1CCCC1)c1cccc(S(=O)(=O)C(F)(F)F)c1, Nc1nccs1, c1ccc(P(c2ccccc2)c2ccccc2)cc1. Product: O=C(Nc1nccs1)C(CC1CCCC1)c1cccc(S(=O)(=O)C(F)(F)F)c1. RXN SMILES: [Br:20][N:21]1[C:22](=[O:23])[CH2:24][CH2:25][C:26]1=[O:27].[CH2:57]([Cl:58])[Cl:59].[CH:28]1([CH2:33][CH:34]([C:35](=[O:36])[OH:37])[c:38]2[cH:39][c:40]([S:44](=[O:45])(=[O:46])[C:47]([F:48])([F:49])[F:50])[cH:41][cH:42][cH:43]2)[CH2:29][CH2:30][CH2:31][CH2:32]1.[NH2:51][c:52]1[s:53][cH:54][cH:55][n:56]1.[c:1]1([P:2]([c:3]2[cH:4][cH:5][cH:6][cH:7][cH:8]2)[c:9]2[cH:10][cH:11][cH:12][cH:13][cH:14]2)[cH:15][cH:16][cH:17][cH:18][cH:19]1>>[CH:28]1([CH2:33][CH:34]([C:35](=[O:37])[NH:51][c:52]2[s:53][cH:54][cH:55][n:56]2)[c:38]2[cH:39][c:40]([S:44](=[O:45])(=[O:46])[C:47]([F:48])([F:49])[F:50])[cH:41][cH:42][cH:43]2)[CH2:29][CH2:30][CH2:31][CH2:32]1. Starting materials: C/C=C/C1=C(N2[C@@H]([C@@H](C2=O)NC(=O)[C@@H](C=3C=CC(=CC3)O)N)SC1)C(=O)O.CN(C=O)C (Cefprozil dimethylformamide). Run in O (water). Conditions: time 1 hour. The product is C/C=C/C1=C(N2[C@@H]([C@@H](C2=O)NC(=O)[C@@H](C3=CC=C(C=C3)O)N)SC1)C(=O)O.O (cefprozil monohydrate). Isolated yield 78.3%. As a reaction SMILES: [CH3:1]/[CH:2]=[CH:3]/[C:4]1[CH2:24][S:23][C@@H:7]2[C@H:8]([NH:11][C:12]([C@H:14]([NH2:22])[C:15]3[CH:16]=[CH:17][C:18]([OH:21])=[CH:19][CH:20]=3)=[O:13])[C:9](=[O:10])[N:6]2[C:5]=1[C:25]([OH:27])=[O:26].CN(C)C=[O:31]>O>[CH3:1]/[CH:2]=[CH:3]/[C:4]1[CH2:24][S:23][C@@H:7]2[C@H:8]([NH:11][C:12]([C@H:14]([NH2:22])[C:15]3[CH:16]=[CH:17][C:18]([OH:21])=[CH:19][CH:20]=3)=[O:13])[C:9](=[O:10])[N:6]2[C:5]=1[C:25]([OH:27])=[O:26].[OH2:31] |f:0.1,3.4|. Reported procedure: The mixture of Cefprozil dimethylformamide solvate (58 gm, obtained in step-II) and water (100 ml) is stirred for 1 hour, filtered, washed with acetone (100 ml) and dried under vacuum at 40-45° C. to give 40 gm of cefprozil monohydrate (containing 10% E-isomer). Reactants: [H-].[Na+] (sodium hydride), FC1=CC=C(C=C1)O (4-fluorophenol), C1(=CC=CC=C1)C (toluene), COC=1C=C(CCl)C=CC1 (3-methoxybenzyl chloride), C1(=CC=CC=C1)C (toluene). Procedure: To a stirred solution of 23.66 g of 95% sodium hydride (0.94 mol) in 600 mL of dry toluene was added 100.0 g of 4-fluorophenol (0.89 mol) at 0° C. The mixture was stirred at 90° C. for 1 hour until gas evolution stopped. The mixture was cooled down to room temperature and a solution of 139.71 g of 3-methoxybenzyl chloride (0.89 mol) in 400 mL of dry toluene was added. After refluxing for 24 hours, the mixture was cooled to room temperature and quenched with 500 mL of water. The organic layer was... Isolated yield 25.6%. RXN SMILES: [H-].[Na+].[F:3][C:4]1[CH:9]=[CH:8][C:7]([OH:10])=[CH:6][CH:5]=1.[CH3:11][O:12][C:13]1[CH:14]=[C:15]([CH:18]=[CH:19][CH:20]=1)CCl.[C:21]1(C)C=CC=CC=1>>[F:3][C:4]1[CH:9]=[CH:8][C:7]([OH:10])=[C:6]([CH2:21][C:18]2[CH:19]=[CH:20][C:13]([O:12][CH3:11])=[CH:14][CH:15]=2)[CH:5]=1 |f:0.1|. Yields the product FC1=CC(=C(C=C1)O)CC1=CC=C(C=C1)OC (4-fluoro-2-((4-methoxyphenyl)methyl)-phenol). Conditions: temperature 90 celsius, time 1 hour. Starting materials: C(C1=CC=CC=C1)[C@H]1N(C(OC1)=O)C(C(CC=C)CC1=C(C=C(C=C1Cl)OC)Cl)=O ((R)-4-benzyl-3-[2-(4-methoxy-2,6-dichloro-benzyl)-pent-4-enoyl]-oxazolidin-2-one), NN1CCCCC1 (1-amino piperidine), C(C)(=O)O (acetic acid), C(C)(=O)O[BH-](OC(C)=O)OC(C)=O.[Na+] (sodium triacetoxy borohydride). Procedure: Add to a solution of (R)-4-((R)-4-benzyl-3-[2-(4-methoxy-2,6-dichloro-benzyl)-pent-4-enoyl]-oxazolidin-2-one (0.90 g, 2 mmol) in THF (20 mL) at room temperature 1-amino piperidine (0.40 g, 4 mmol) and acetic acid (0.2 mL). Stir the reaction at room temperature for 20 minutes and add sodium triacetoxy borohydride (1.69 g, 8 mmol) and continue stirring at room temperature for 12 h. Partition the mixture between ethyl acetate (20 mL) and water (20 mL). Separate the organic layer, wash three times w... Reaction SMILES: C([C@@H]1COC(=O)[N:9]1[C:14](=[O:30])[CH:15]([CH2:19][C:20]1[C:25]([Cl:26])=[CH:24][C:23]([O:27][CH3:28])=[CH:22][C:21]=1[Cl:29])[CH2:16][CH:17]=C)C1C=CC=CC=1.N[N:32]1[CH2:37][CH2:36][CH2:35][CH2:34][CH2:33]1.C(O)(=O)C.C(O[BH-](OC(=O)C)OC(=O)C)(=O)C.[Na+]>C1COCC1>[ClH:26].[Cl:26][C:25]1[CH:24]=[C:23]([O:27][CH3:28])[CH:22]=[C:21]([Cl:29])[C:20]=1[CH2:19][C@@H:15]1[CH2:16][CH2:17][N:9]([N:32]2[CH2:37][CH2:36][CH2:35][CH2:34][CH2:33]2)[C:14]1=[O:30] |f:3.4,6.7|. The solvent is C1CCOC1 (THF). Yields the product Cl.ClC1=C(C[C@H]2C(N(CC2)N2CCCCC2)=O)C(=CC(=C1)OC)Cl ((R)-3-(2,6-Dichloro-4-methoxy-benzyl)-1-piperidin-1-yl-pyrrolidin-2-one hydrochloride). The reactants are CC(C)OC=1C=C(C(=O)NC2=NN(C=C2)C)C=C(C1)OCC1=CC=CC=C1 (3-[(1-Methylethyl)oxy]-N-(1-methyl-1H-pyrazol-3-yl)-5-[(phenylmethyl)oxy]benzamide). Solvent: CO (methanol). Run at time 20 hour. Product: OC=1C=C(C(=O)NC2=NN(C=C2)C)C=C(C1)OC(C)C (3-Hydroxy-5-[(1-methylethyl)oxy]-N-(1-methyl-1H-pyrazol-3-yl)benzamide). Reaction SMILES: [CH3:1][CH:2]([O:4][C:5]1[CH:6]=[C:7]([CH:17]=[C:18]([O:20]CC2C=CC=CC=2)[CH:19]=1)[C:8]([NH:10][C:11]1[CH:15]=[CH:14][N:13]([CH3:16])[N:12]=1)=[O:9])[CH3:3]>CO>[OH:20][C:18]1[CH:17]=[C:7]([CH:6]=[C:5]([O:4][CH:2]([CH3:3])[CH3:1])[CH:19]=1)[C:8]([NH:10][C:11]1[CH:15]=[CH:14][N:13]([CH3:16])[N:12]=1)=[O:9]. Reported procedure: 3-[(1-Methylethyl)oxy]-N-(1-methyl-1H-pyrazol-3-yl)-5-[(phenylmethyl)oxy]benzamide (51 g; 0.14 mol) was dissolved in methanol (500 mL) and THF (500 mL) and the flask evacuated and purged with argon (3 times). 10% Palladium on carbon (5.1 g) was added and the flask further evacuated and finally purged with hydrogen gas. The reaction mixture was stirred at ambient temperature for 20 hours. The reaction mixture was evacuated and purged with nitrogen (3 times). The catalyst was filtered off through ... The reactants are O=C1N(C(=CC=C1NC(CCC1=CC=CC=C1)=O)CCC1=CC=CC=C1)CC(=O)O ([1,2-Dihydro-2-oxo-6-phenethyl-3-(3-phenylpropionyl) amino-1-pyridyl]acetic acid), [K+].[Br-] (KBr). Yields the product C(CCC)C1=CC=C(C(N1CC(=O)O)=O)NC(CCC1=CC=CC=C1)=O ([6-Butyl-1,2-dihydro-2-oxo-3-(3-phenylpropionyl)amino-1-pyridyl]acetic acid). RXN SMILES: [O:1]=[C:2]1[C:7]([NH:8][C:9](=[O:18])[CH2:10][CH2:11][C:12]2[CH:17]=[CH:16][CH:15]=[CH:14][CH:13]=2)=[CH:6][CH:5]=[C:4]([CH2:19][CH2:20][C:21]2C=CC=C[CH:22]=2)[N:3]1[CH2:27][C:28]([OH:30])=[O:29].[K+].[Br-]>>[CH2:19]([C:4]1[N:3]([CH2:27][C:28]([OH:30])=[O:29])[C:2](=[O:1])[C:7]([NH:8][C:9](=[O:18])[CH2:10][CH2:11][C:12]2[CH:13]=[CH:14][CH:15]=[CH:16][CH:17]=2)=[CH:6][CH:5]=1)[CH2:20][CH2:21][CH3:22] |f:1.2|. Reported procedure: 2(S) 2-[1,2-Dihydro-2-oxo-3-(3-phenylpropionyl)amino)-1-pyridyl]propionic acid (52a). 1M Sodium hydroxide (15 ml, 15 mmol) was added to a stirred solution of 2(S) methyl 2-[1,2-dihydro-2-oxo-3(3-phenylpropionyl)amino-1-pyridyl]propionate (51a) (2.39 g, 7.3 mmol) in methanol (30 ml) at 0° C. The mixture was kept at this temperature for 2 h, acidified with 1M hydrochloric acid (15.1 ml) and extracted with ethyl acetate. The extracts were washed with brine, dried (MgSO4) and concentrated to afford ...